This data is from the Open Reaction Database (ORD), a public repository of structured organic reaction records. The task is: describe an organic reaction: reactants, conditions, products, and yield The reactants are FC1=CC=C(C=C1)C1NCCC1 ((RS)-2-(4-fluoro-phenyl)-pyrrolidine), C(C)(C)C1=CC=C(C=C1)S(=O)(=O)Cl (4-isopropyl-benzenesulfonyl chloride). Yields the product FC1=CC=C(C=C1)C1N(CCC1)S(=O)(=O)C1=CC=C(C=C1)C(C)C ((RS)-2-(4-Fluoro-phenyl)-1-(4-isopropyl-benzenesulfonyl)-pyrrolidine). Reaction SMILES: [F:1][C:2]1[CH:7]=[CH:6][C:5]([CH:8]2[CH2:12][CH2:11][CH2:10][NH:9]2)=[CH:4][CH:3]=1.[CH:13]([C:16]1[CH:21]=[CH:20][C:19]([S:22](Cl)(=[O:24])=[O:23])=[CH:18][CH:17]=1)([CH3:15])[CH3:14]>>[F:1][C:2]1[CH:3]=[CH:4][C:5]([CH:8]2[CH2:12][CH2:11][CH2:10][N:9]2[S:22]([C:19]2[CH:20]=[CH:21][C:16]([CH:13]([CH3:15])[CH3:14])=[CH:17][CH:18]=2)(=[O:24])=[O:23])=[CH:6][CH:7]=1. Procedure details: The title compound, white solid, m.p. 77° C. and MS: m/e=347 (M+) was prepared in accordance with the general method of example 1e from (RS)-2-(4-fluoro-phenyl)-pyrrolidine and 4-isopropyl-benzenesulfonyl chloride.